This data is from the Open Reaction Database (ORD), a public repository of structured organic reaction records. The task is: describe an organic reaction: reactants, conditions, products, and yield Starting materials: Nc1ccccc1[N+](=O)[O-], O, Cc1ccc(S(=O)(=O)Cl)cc1, c1ccncc1. The product is Cc1ccc(S(=O)(=O)Nc2ccccc2[N+](=O)[O-])cc1. RXN SMILES: [N+:1](=[O:2])([O-:3])[c:4]1[c:5]([NH2:6])[cH:7][cH:8][cH:9][cH:10]1.[OH2:22].[c:11]1([CH3:21])[cH:12][cH:13][c:14]([S:17](=[O:18])(=[O:19])[Cl:20])[cH:15][cH:16]1.[cH:23]1[cH:24][cH:25][n:26][cH:27][cH:28]1>>[N+:1](=[O:2])([O-:3])[c:4]1[c:5]([NH:6][S:17]([c:14]2[cH:13][cH:12][c:11]([CH3:21])[cH:16][cH:15]2)(=[O:18])=[O:19])[cH:7][cH:8][cH:9][cH:10]1. Starting materials: O=C1Cc2ccccc2C12COc1cc3c(cc12)OCC(Cc1ncccc1Br)O3, CN1CCCC1=O, N#C[Na], Cl[Ni]Cl, O, O, O, O, O, O, O. Product: N#Cc1cccnc1CC1COc2cc3c(cc2O1)OCC31C(=O)Cc2ccccc21. As a reaction SMILES: [Br:1][c:2]1[c:3]([CH2:8][CH:9]2[O:10][c:11]3[c:12]([cH:15][c:16]4[c:17]([cH:18]3)[O:19][CH2:20][C:21]43[C:22](=[O:30])[CH2:23][c:24]4[cH:25][cH:26][cH:27][cH:28][c:29]43)[O:13][CH2:14]2)[n:4][cH:5][cH:6][cH:7]1.[CH3:35][N:36]1[CH2:37][CH2:38][CH2:39][C:40]1=[O:41].[Na:31][C:32]#[N:33].[Ni:48]([Cl:49])[Cl:50].[OH2:34].[OH2:42].[OH2:43].[OH2:44].[OH2:45].[OH2:46].[OH2:47]>>[c:2]1([C:32]#[N:33])[c:3]([CH2:8][CH:9]2[O:10][c:11]3[c:12]([cH:15][c:16]4[c:17]([cH:18]3)[O:19][CH2:20][C:21]43[C:22](=[O:30])[CH2:23][c:24]4[cH:25][cH:26][cH:27][cH:28][c:29]43)[O:13][CH2:14]2)[n:4][cH:5][cH:6][cH:7]1. The reactants are ClC(C(Cl)(F)F)(I)F (1,2-dichloro-1-iodotrifluoroethane), C(C=C)[Si](C)(C)C (allyltrimethylsilane), N(=NC(C#N)(C)C)C(C#N)(C)C (azobisisobutyronitrile), N(=NC(C#N)(C)C)C(C#N)(C)C (AIBN). Conditions: temperature 80 celsius. Yields the product ClC(CC=C)(C(F)(F)Cl)F (4,5-dichloro-4,5,5-trifluoro-1-pentene). As a reaction SMILES: [Cl:1][C:2]([F:8])(I)[C:3]([F:6])([F:5])[Cl:4].[CH2:9]([Si](C)(C)C)[CH:10]=[CH2:11].N(C(C)(C)C#N)=NC(C)(C)C#N>>[Cl:1][C:2]([F:8])([C:3]([Cl:4])([F:6])[F:5])[CH2:11][CH:10]=[CH2:9]. Procedure: A mixture of 279 mg (1.0 mmol) of 1,2-dichloro-1-iodotrifluoroethane, 114 mg (1.0 mmol) of allyltrimethylsilane and 10 mg (0.06 mmol) of azobisisobutyronitrile (AIBN) was heated in a sealed glass tube at 80° C. for 3 hours. After cooling, 10 mg (0.06 mmol) of AIBN was added to the mixture, followed by heating in a sealed tube at 80° C. for 3 hours to obtain 4,5-dichloro-4,5,5-trifluoro-1-pentene (Compound 39) in a yield of 40%. The reactants are Brc1ccsc1, ClCCl, O=S(=O)(O)Cl. Yields the product O=S(=O)(Cl)c1sccc1Br. As a reaction SMILES: [Br:6][c:7]1[cH:8][s:9][cH:10][cH:11]1.[CH2:12]([Cl:13])[Cl:14].[Cl:1][S:2](=[O:3])(=[O:4])[OH:5]>>[Cl:1][S:2](=[O:3])(=[O:5])[c:8]1[c:7]([Br:6])[cH:11][cH:10][s:9]1. The product is C(N)(=N)C1=CC=C(C(=O)N2CCN(CC2)CCC(=O)OCC)C=C1 (ethyl 3-(4-(4-amidinobenzoyl)piperazin-1-yl)propionate). Reactants: Li--N(Si(CH3)3)2, C(CCC)[Li] (C4H9Li), C[Si](N[Si](C)(C)C)(C)C (hexamethyldisilazane), C(#N)C1=CC=C(C(=O)N2CCN(CC2)CCC(=O)OCC)C=C1 (ethyl 3-(4-(4-cyanobenzoyl)piperazin-1-yl)propionate), Cl (hydrochloric acid). Procedure details: A solution of Li--N(Si(CH3)3)2 in 20 ml of THF, freshly prepared from C4H9Li and 1.13 g of hexamethyldisilazane, is added dropwise at -78°, with stirring, to a solution of 3.15 g of ethyl 3-(4-(4-cyanobenzoyl)piperazin-1-yl)propionate (FAB 316; obtainable by reacting 4-cyanobenzoyl chloride with ethyl piperazin-1-ylpropionate) in 50 ml of THF. The mixture is left to warm up to 20°, with stirring, aqueous hydrochloric acid is added, the mixture is washed with ethyl acetate, sodium hydroxide solut... Run in C1CCOC1 (THF), C1CCOC1 (THF). As a reaction SMILES: C([Li])CCC.C[Si](C)(C)[NH:8][Si](C)(C)C.[C:15]([C:17]1[CH:37]=[CH:36][C:20]([C:21]([N:23]2[CH2:28][CH2:27][N:26]([CH2:29][CH2:30][C:31]([O:33][CH2:34][CH3:35])=[O:32])[CH2:25][CH2:24]2)=[O:22])=[CH:19][CH:18]=1)#[N:16].Cl>C1COCC1>[C:15]([C:17]1[CH:37]=[CH:36][C:20]([C:21]([N:23]2[CH2:24][CH2:25][N:26]([CH2:29][CH2:30][C:31]([O:33][CH2:34][CH3:35])=[O:32])[CH2:27][CH2:28]2)=[O:22])=[CH:19][CH:18]=1)(=[NH:8])[NH2:16].